From a dataset of the Open Reaction Database (ORD), a public repository of structured organic reaction records. describe an organic reaction: reactants, conditions, products, and yield Starting materials: C(C)(C)(C)OC(=O)NCCOC1=NOC2=C1C(=C(C=C2)F)C(N)=O (3-(2-(N-t-butoxycarbonylamino)ethoxy)-4-carbamoyl-5-fluoro-1,2-benzisoxazole), P(=O)(Cl)(Cl)Cl (phosphorus oxychloride), ice water. Run in CN(C=O)C (dimethylformamide). Run at temperature 5 celsius. Product: Cl.NCCOC1=NOC2=C1C(=C(C=C2)F)C#N (3-(2-Aminoethoxy)-4-cyano-5-fluoro-1,2-benzisoxazole hydrochloride). Isolated yield 105.4%. Reaction SMILES: C(OC([NH:8][CH2:9][CH2:10][O:11][C:12]1[C:16]2[C:17]([C:22](=O)[NH2:23])=[C:18]([F:21])[CH:19]=[CH:20][C:15]=2[O:14][N:13]=1)=O)(C)(C)C.P(Cl)(Cl)([Cl:27])=O>CN(C)C=O>[ClH:27].[NH2:8][CH2:9][CH2:10][O:11][C:12]1[C:16]2[C:17]([C:22]#[N:23])=[C:18]([F:21])[CH:19]=[CH:20][C:15]=2[O:14][N:13]=1 |f:3.4|. Reported procedure: To a solution of 3-(2-(N-t-butoxycarbonylamino)ethoxy)-4-carbamoyl-5-fluoro-1,2-benzisoxazole (0.25 g) in dimethylformamide (2.0 ml) was added phosphorus oxychloride (0.12 g) with stirring at 5° C., and the mixture was then stirred at the same temperature for 15 minutes. The reaction mixture was poured into ice water (20 ml), extracted with ethyl acetate (twice each with 20 ml) and the combined extracts were dried over anhydrous magnesium sulphate and filtered. The solvent was evaporated under r... The reactants are N1CCCCC1 (piperidine), C(CC(=O)OCC)(=O)OCC (diethyl malonate), N1CCCCC1 (piperidine), COC1=C(C2=CC=CC=C2C=C1)C=O (2-Methoxy-1-naphthaldehyde). Solvent: C1=CC=CC=C1 (benzene), C1(=CC=CC=C1)C (toluene). Product: C(C)OC(C(C(=O)OCC)=CC1=C(C=CC2=CC=CC=C12)OC)=O (Diethyl2-[(2-methoxy-1-naphthyl)methylene]malonate). Reaction SMILES: [CH3:1][O:2][C:3]1[CH:12]=[CH:11][C:10]2[C:5](=[CH:6][CH:7]=[CH:8][CH:9]=2)[C:4]=1[CH:13]=O.[C:15]([O:23][CH2:24][CH3:25])(=[O:22])[CH2:16][C:17]([O:19][CH2:20][CH3:21])=[O:18].N1CCCCC1>C1C=CC=CC=1.C1(C)C=CC=CC=1>[CH2:20]([O:19][C:17](=[O:18])[C:16](=[CH:13][C:4]1[C:5]2[C:10](=[CH:9][CH:8]=[CH:7][CH:6]=2)[CH:11]=[CH:12][C:3]=1[O:2][CH3:1])[C:15]([O:23][CH2:24][CH3:25])=[O:22])[CH3:21]. Procedure details: 2-Methoxy-1-naphthaldehyde (25 g, 1.34.10−1 mol) in benzene (200 ml) is heated for 20 hours at reflux in the presence of diethyl malonate (25 ml, 1.65.10−1 mol, 1.23 eq.) and piperidine (2 ml, 2.02.10−2 mol, 0.15 eq.) in a Dean-Stark apparatus. After adding a few additional drops of piperidine, the mixture is returned to reflux for 20 hours. The reaction mixture is diluted with toluene (200 ml) and washed with water (125 ml). After separation of the phases, the organic phase is treated with a 1N... Reactants: BrC1=C(C=O)C=CC(=C1)F (2-bromo-4-fluorobenzaldehyde), solution, C[O-].[Na+].CO (NaOMe MeOH). Solvent: CO (MeOH), C(Cl)Cl.O (CH2Cl2 H2O). Run at time 1 hour. The product is BrC1=C(C=O)C=CC(=C1)OC (2-Bromo-4-methoxybenzaldehyde). RXN SMILES: [Br:1][C:2]1[CH:9]=[C:8](F)[CH:7]=[CH:6][C:3]=1[CH:4]=[O:5].[CH3:11][O-:12].[Na+].CO>CO.C(Cl)Cl.O>[Br:1][C:2]1[CH:9]=[C:8]([O:12][CH3:11])[CH:7]=[CH:6][C:3]=1[CH:4]=[O:5] |f:1.2.3,5.6|. Procedure details: To a solution of 2-bromo-4-fluorobenzaldehyde (50 g, 246 mmol), in MeOH (500 mL) in a 15° C. water bath was added a 25% solution of NaOMe/MeOH (88 mL). The mixture was stirred at r.t. for 1 hour followed by 2 hours at reflux. The solid was filtered and the filtrate was concentrated to dryness to give a second crop of solid. Both crops were taken up in CH2Cl2/H2O. After washing with H2O, the organic phase was dried (MgSO4), filtered, and evaporated to give an off-white solid (52.2 g). Reported procedure: 1-[3-({[tert-Butyl(dimethyl)silyl]oxy}methyl)-2-fluorophenyl]piperidin-4-ol (200 mg) and pyridin-4-ol (65 mg) were mixed with THF (3 ml), and triphenylphosphine (250 mg) was added thereto. A 1.9 M DIAD/toluene solution (0.5 ml) was added dropwise to the reaction mixture, followed by stirring at 55° C. overnight. Then, a 1 M TBAF/THF solution (1 ml) was added to the reaction mixture, followed by stirring at room temperature for 1 hour. The reaction mixture was concentrated under reduced pressure,... The product is FC1=C(C=CC=C1N1CCC(CC1)OC1=CC=NC=C1)CO ({2-fluoro-3-[4-(pyridin-4-yloxy)piperidin-1-yl]phenyl}methanol). As a reaction SMILES: [Si]([O:8][CH2:9][C:10]1[C:11]([F:23])=[C:12]([N:16]2[CH2:21][CH2:20][CH:19]([OH:22])[CH2:18][CH2:17]2)[CH:13]=[CH:14][CH:15]=1)(C(C)(C)C)(C)C.[N:24]1[CH:29]=[CH:28][C:27](O)=[CH:26][CH:25]=1.C1(P(C2C=CC=CC=2)C2C=CC=CC=2)C=CC=CC=1.CC(OC(/N=N/C(OC(C)C)=O)=O)C.C1(C)C=CC=CC=1.CCCC[N+](CCCC)(CCCC)CCCC.[F-].C1COCC1>C1COCC1>[F:23][C:11]1[C:12]([N:16]2[CH2:17][CH2:18][CH:19]([O:22][C:27]3[CH:28]=[CH:29][N:24]=[CH:25][CH:26]=3)[CH2:20][CH2:21]2)=[CH:13][CH:14]=[CH:15][C:10]=1[CH2:9][OH:8] |f:3.4,5.6.7|. Run at temperature 55 celsius, time 8 hour. The reactants are CC(C)OC(=O)/N=N/C(=O)OC(C)C.C1(=CC=CC=C1)C (DIAD toluene), CCCC[N+](CCCC)(CCCC)CCCC.[F-].C1CCOC1 (TBAF THF), [Si](C)(C)(C(C)(C)C)OCC=1C(=C(C=CC1)N1CCC(CC1)O)F (1-[3-({[tert-Butyl(dimethyl)silyl]oxy}methyl)-2-fluorophenyl]piperidin-4-ol), N1=CC=C(C=C1)O (pyridin-4-ol), C1(=CC=CC=C1)P(C1=CC=CC=C1)C1=CC=CC=C1 (triphenylphosphine). Solvent: C1CCOC1 (THF). Yield: 47.2%. The reactants are O1CCCC1 (tetrahydrofuran), CS(=O)(=O)N1C(=CC2=CC=CC=C12)COC1CN(CCC1C1=CC=C(C=C1)OCCCOCC1=C(C=CC=C1)OC)C(=O)OCC1=CC=CC=C1 (benzyl 3-(1-methanesulphonyl-1H-indol-2-ylmethoxy)-4-{4-[3-(2-methoxybenzyloxy)propoxy]phenyl}piperidine-1-carboxylate), [F-].C(CCC)[N+](CCCC)(CCCC)CCCC (tetrabutylammonium fluoride). The product is COC1=C(COCCCOC2=CC=C(C=C2)C2C(CNCC2)OCC=2N(C3=CC=CC=C3C2)CCCOC)C=CC=C1 (2-(4-{4-[3-(2-Methoxybenzyloxy)propoxy]phenyl}piperidin-3-yloxymethyl)-1-(3-methoxypropyl)-1H-indole), SiO2. As a reaction SMILES: CS(N1C2C(=CC=CC=2)C=C1[CH2:14][O:15][CH:16]1[CH:21]([C:22]2[CH:27]=[CH:26][C:25]([O:28][CH2:29][CH2:30][CH2:31][O:32][CH2:33][C:34]3[CH:39]=[CH:38][CH:37]=[CH:36][C:35]=3[O:40][CH3:41])=[CH:24][CH:23]=2)[CH2:20][CH2:19][N:18](C(OCC2C=CC=CC=2)=O)[CH2:17]1)(=O)=O.[F-].C([N+:57]([CH2:66][CH2:67][CH2:68][CH3:69])([CH2:62][CH2:63][CH2:64][CH3:65])[CH2:58][CH2:59][CH2:60]C)CCC.[O:70]1CCC[CH2:71]1>>[CH3:41][O:40][C:35]1[CH:36]=[CH:37][CH:38]=[CH:39][C:34]=1[CH2:33][O:32][CH2:31][CH2:30][CH2:29][O:28][C:25]1[CH:26]=[CH:27][C:22]([CH:21]2[CH2:20][CH2:19][NH:18][CH2:17][CH:16]2[O:15][CH2:14][C:66]2[N:57]([CH2:58][CH2:59][CH2:60][O:70][CH3:71])[C:62]3[C:68]([CH:67]=2)=[CH:69][CH:65]=[CH:64][CH:63]=3)=[CH:23][CH:24]=1 |f:1.2|. Procedure details: The solution of 0.160 g of benzyl 3-(1-methanesulphonyl-1H-indol-2-ylmethoxy)-4-{4-[3-(2-methoxybenzyloxy)propoxy]phenyl}piperidine-1-carboxylate in 11 ml of tetrahydrofuran is admixed with 0.44 ml of tetrabutylammonium fluoride solution (1M in tetrahydrofuran) and stirred at reflux over 20 hours. The reaction mixture is cooled, poured onto brine (40 ml) and extracted with ethyl acetate (2×40 ml). The organic phases are washed with brine (1×40 ml), dried over sodium sulphate, filtered and concen... Reactants: BrCC(=O)OC(C)(C)C (tert-butyl bromoacetate), C(CCC)[Li] (n-Butyllithium), C(C)(C)NC(C)C (diisopropylamine), C(CC(C)C)(=O)OCC (ethyl isovalerate), FC(C(=O)O)(F)F (trifluoroacetic acid). Run in O (water), ClCCl (dichloromethane), O1CCCC1 (tetrahydrofuran). Conditions: temperature 0 celsius, time 15 minute. Product: C(C)OC(C(CC(=O)O)C(C)C)=O (2-Isopropylsuccinic acid 1-ethyl Ester). As a reaction SMILES: C([Li])CCC.C(NC(C)C)(C)C.[C:13]([O:19][CH2:20][CH3:21])(=[O:18])[CH2:14][CH:15]([CH3:17])[CH3:16].Br[CH2:23][C:24]([O:26]C(C)(C)C)=[O:25].FC(F)(F)C(O)=O>O1CCCC1.ClCCl.O>[CH2:20]([O:19][C:13](=[O:18])[CH:14]([CH:15]([CH3:17])[CH3:16])[CH2:23][C:24]([OH:26])=[O:25])[CH3:21]. Procedure: n-Butyllithium (1.6 M in hexane, 20.16 ml) was added to a stirred solution of diisopropylamine (4.52 ml) in tetrahydrofuran (60 ml) at −78° C. After 15 min, ethyl isovalerate (4.03 ml) was added and the reaction left for 1 h, before tert-butyl bromoacetate (4.78 ml) was added and the reaction allowed to warm to 0° C. After 12 h water (10 ml) was added and the solvent removed in vacuo. The resulting slurry was extracted with ethyl acetate (3×20 ml), and the combined organic extracts washed with w... The reactants are C(C)(C)(C)OC(=O)N1[C@H](CN(CC1)CCC(C)C)[C@H]([C@@H](CC1=CC=CC=C1)N=C(C1=CC=CC=C1)C1=CC=CC=C1)O (2-(R)-[2-(R)-(benzhydrylidene-amino)-1-(S)-hydroxy-3-phenylpropyl]-4-(3-methyl-butyl)-piperazine-1-carboxylic acid tert-butyl ester), [H][H] (hydrogen). Reagents/catalysts: [Pd] (palladium on carbon). The solvent is CO (methanol). The product is C(C)(C)(C)OC(=O)N1[C@H](CN(CC1)CCC(C)C)[C@H]([C@@H](CC1=CC=CC=C1)N)O (2-(R)-(2-(R)-Amino-1-(S)-hydroxy-3-phenyl-propyl)-4-(3-methylbutyl)-piperazine-1-carboxylic acid tert-butyl ester). RXN SMILES: [C:1]([O:5][C:6]([N:8]1[CH2:13][CH2:12][N:11]([CH2:14][CH2:15][CH:16]([CH3:18])[CH3:17])[CH2:10][C@@H:9]1[C@@H:19]([OH:42])[C@H:20]([N:28]=C(C1C=CC=CC=1)C1C=CC=CC=1)[CH2:21][C:22]1[CH:27]=[CH:26][CH:25]=[CH:24][CH:23]=1)=[O:7])([CH3:4])([CH3:3])[CH3:2].[H][H]>CO.[Pd]>[C:1]([O:5][C:6]([N:8]1[CH2:13][CH2:12][N:11]([CH2:14][CH2:15][CH:16]([CH3:18])[CH3:17])[CH2:10][C@@H:9]1[C@@H:19]([OH:42])[C@H:20]([NH2:28])[CH2:21][C:22]1[CH:27]=[CH:26][CH:25]=[CH:24][CH:23]=1)=[O:7])([CH3:3])([CH3:4])[CH3:2]. Procedure details: Dissolve 2-(R)-[2-(R)-(benzhydrylidene-amino)-1-(S)-hydroxy-3-phenylpropyl]-4-(3-methyl-butyl)-piperazine-1-carboxylic acid tert-butyl ester in methanol (3 mL) and add 10% palladium on carbon (29 mg). Stir under 1 atmosphere of hydrogen gas for 24 h and filter through a filtering agent, wash with methanol and concentrate to give the title compound which is used without further purification. Starting materials: O([Si](C)(C)C(C)(C)C)CCC#CCCCCCCl (1-tert-butyldimethylsiloxy-9-chloro-3-nonyne), CC(=O)C (acetone), [I-].[Na+] (sodium iodide), resultant solution. Yields the product O([Si](C)(C)C(C)(C)C)CCC#CCCCCCI (1-tert-butyldimethylsiloxy-9-iodo- 3-nonyne). Yield: 96.0%. Reaction SMILES: [O:1]([CH2:9][CH2:10][C:11]#[C:12][CH2:13][CH2:14][CH2:15][CH2:16][CH2:17]Cl)[Si:2]([C:5]([CH3:8])([CH3:7])[CH3:6])([CH3:4])[CH3:3].CC(C)=O.[I-:23].[Na+]>>[O:1]([CH2:9][CH2:10][C:11]#[C:12][CH2:13][CH2:14][CH2:15][CH2:16][CH2:17][I:23])[Si:2]([C:5]([CH3:8])([CH3:7])[CH3:6])([CH3:4])[CH3:3] |f:2.3|. Procedure: To 7.9 g (27 mmol) of 17 was added 100 mL of acetone containing 8.2 g (55 mmol) of sodium iodide. The resultant solution was refluxed for 65 hr and then concentrated in vacuo, diluted with water (150 mL) and extracted with ether (3×75 mL). The ether extract was washed with aqueous sodium thiosulfate (2×75 mL) and brine (2×75 mL). Distillation (Vigreux) gave 10.0 g (96% yield) of 18. Reactants: C(C)(C)(C)OC(=O)N1C(CCC=C1C)CCCCC (1-(tert-Butoxycarbonyl)-6-methyl-2-n-pentyl-1,2,3,4-tetrahydropyridine), C(#N)[BH3-].[Na+] (sodium cyanoborohydride), CCOC(=O)C (EtOAc), C(=O)(C(F)(F)F)O (TFA). Solvent: C(Cl)Cl (CH2Cl2), hexanes. Conditions: time 15 minute. Yields the product C(=O)(OC(C)(C)C)N1[C@H](CCC[C@@H]1CCCCCC)C (trans-N-Boc-2-methyl-6-n-hexylpiperidine). Yield: 53.7%. As a reaction SMILES: [C:1]([O:5][C:6]([N:8]1[C:13]([CH3:14])=[CH:12][CH2:11][CH2:10][CH:9]1[CH2:15][CH2:16][CH2:17][CH2:18][CH3:19])=[O:7])([CH3:4])([CH3:3])[CH3:2].[C:20]([BH3-])#N.[Na+].C(O)(C(F)(F)F)=O.CCOC(C)=O>C(Cl)Cl>[C:6]([N:8]1[C@@H:9]([CH2:15][CH2:16][CH2:17][CH2:18][CH2:19][CH3:20])[CH2:10][CH2:11][CH2:12][C@@H:13]1[CH3:14])([O:5][C:1]([CH3:4])([CH3:3])[CH3:2])=[O:7] |f:1.2|. Reported procedure: To a stirred solution of 1-(tert-Butoxycarbonyl)-6-methyl-2-n-pentyl-1,2,3,4-tetrahydropyridine (1.0 g, 3.55 mmol) in 240 mL of CH2Cl2 was added sodium cyanoborohydride (1.34 g, 21.3 mmol). After being stirred 15 minutes at room temperature, the heterogeneous solution was cooled to −42° C. and TFA (3.5 mL, 35.53 mmol) was added slowly dropwise. After being stirred for 4 h at −42° C., the cold bath was removed, and the reaction mixture was immediately quenched with 200 mL of a saturated aqueous N... Reactants: C([O-])([O-])=O.[K+].[K+] (Potassium carbonate), FC1=C(C=CC=C1)C(C=O)C1=C(C=CC=C1)F (bis-(2-fluorophenyl)acetaldehyde), CC(C=C)=O (butenone). Solvent: C(C)(=O)OCC (ethyl acetate), O (water), COCCOC (1,2-dimethoxyethane). Run at temperature -50 celsius, time 12 hour. Yields the product FC1=C(C=CC=C1)C(C=O)(CCC(C)=O)C1=C(C=CC=C1)F (2,2-bis-(2-Fluorophenyl)-5-oxohexanal). RXN SMILES: C(=O)([O-])[O-].[K+].[K+].[F:7][C:8]1[CH:13]=[CH:12][CH:11]=[CH:10][C:9]=1[CH:14]([C:17]1[CH:22]=[CH:21][CH:20]=[CH:19][C:18]=1[F:23])[CH:15]=[O:16].[CH3:24][C:25](=[O:28])[CH:26]=[CH2:27]>COCCOC.C(OCC)(=O)C.O>[F:7][C:8]1[CH:13]=[CH:12][CH:11]=[CH:10][C:9]=1[C:14]([C:17]1[CH:22]=[CH:21][CH:20]=[CH:19][C:18]=1[F:23])([CH2:27][CH2:26][C:25](=[O:28])[CH3:24])[CH:15]=[O:16] |f:0.1.2|. Procedure details: Potassium carbonate (26.9 g) is added to a solution of bis-(2-fluorophenyl)acetaldehyde (30.8 g) in 1,2-dimethoxyethane (135 cc) and, after cooling to -50° C., butenone (19.9 cc) is then added dropwise. The reaction mixture is stirred for 12 h at -50° C. and then for 6 hours at 25° C. and diluted with ethyl acetate (250 cc) and water (200 cc). The organic phase is washed with water (3×200 cc) and then with saturated sodium chloride solution (200 cc), dried over magnesium sulphate and concentrate...